describe an organic reaction: reactants, conditions, products, and yield From a dataset of the Open Reaction Database (ORD), a public repository of structured organic reaction records. Starting materials: O=C([O-])[O-], CN(C)C=O, NCC1CCCCC1, ClCC1CCOCO1, [I-], [K+], [K+], [Na+]. The product is C1CCC(CNCC2CCOCO2)CC1. As a reaction SMILES: [C:17](=[O:18])([O-:19])[O-:20].[CH3:25][N:26]([CH3:27])[CH:28]=[O:29].[CH:9]1([CH2:15][NH2:16])[CH2:10][CH2:11][CH2:12][CH2:13][CH2:14]1.[Cl:1][CH2:2][CH:3]1[CH2:4][CH2:5][O:6][CH2:7][O:8]1.[I-:23].[K+:21].[K+:22].[Na+:24]>>[CH2:2]([CH:3]1[CH2:4][CH2:5][O:6][CH2:7][O:8]1)[NH:16][CH2:15][CH:9]1[CH2:10][CH2:11][CH2:12][CH2:13][CH2:14]1.